Dataset: the Open Reaction Database (ORD), a public repository of structured organic reaction records. Task: describe an organic reaction: reactants, conditions, products, and yield The reactants are ClCCCC[C@@H](C)O ((R)-1-chloro-5-hydroxyhexane), C([O-])([O-])=O.[K+].[K+] (potassium carbonate), IC (iodomethane), [H-].[Na+] (sodium hydride). Solvent: O (water), CN(C=O)C (dimethylformamide). Reaction conditions: temperature 40 celsius. Yields the product ClCCCC[C@@H](C)OC ((R)-1-chloro-5-methoxyhexane). The yield is 43.0%. As a reaction SMILES: [Cl:1][CH2:2][CH2:3][CH2:4][CH2:5][C@H:6]([OH:8])[CH3:7].[C:9](=O)([O-])[O-].[K+].[K+].IC.[H-].[Na+]>O.CN(C)C=O>[Cl:1][CH2:2][CH2:3][CH2:4][CH2:5][C@H:6]([O:8][CH3:9])[CH3:7] |f:1.2.3,5.6|. Procedure: A mixture of (R)-1-chloro-5-hydroxyhexane, dimethylformamide (100 ml), powdered potassium carbonate (1 g), iodomethane (15.9 g, 112 mmol) and sodium hydride (2.0 g, 84 mmol) were combined was heated at 40° C. for 30 minutes. After cooling to room temperature, water (100 ml) was added cautiously and the mixture was extracted with hexanes (2×100 ml). The combined extracts were concentrated under vacuum and the residue was purified by column chromatography on silica gel eluting with hexanes followe...